This data is from the Open Reaction Database (ORD), a public repository of structured organic reaction records. The task is: describe an organic reaction: reactants, conditions, products, and yield The reactants are ClC1=NC(=C2N=CN(C2=N1)C1CCCC1)Cl (2,6-dichloro-9-cyclopentylpurine), C(C)N (ethylamine). Yields the product C1(CCCC1)N1C2=NC=NC=C2N=C1 (9-cyclopentylpurine). Run in C(C)N(CC)CC (triethylamine). Procedure details: 2-Chloro-6-[2,4-methoxyphenyl)ethylamino]-9-cyclopentylpurine is prepared from 2,6-dichloro-9-cyclopentylpurine, 2,4-methoxyphenyl)ethylamine, and triethylamine essentially as described above in Example 1, Scheme A, step b. Reaction SMILES: Cl[C:2]1[N:10]=[C:9]2[C:5]([N:6]=[CH:7][N:8]2[CH:11]2[CH2:15][CH2:14][CH2:13][CH2:12]2)=[C:4](Cl)[N:3]=1.C(N)C>C(N(CC)CC)C>[CH:11]1([N:8]2[CH:7]=[N:6][C:5]3[C:9]2=[N:10][CH:2]=[N:3][CH:4]=3)[CH2:12][CH2:13][CH2:14][CH2:15]1. Reactants: [Al+3], CC(C(=O)O)c1ccc(Cl)cc1, [H-], [H-], [H-], [H-], [Li+]. Yields the product CC(CO)c1ccc(Cl)cc1. As a reaction SMILES: [Al+3:14].[Cl:1][c:2]1[cH:3][cH:4][c:5]([CH:8]([C:9](=[O:10])[OH:11])[CH3:12])[cH:6][cH:7]1.[H-:13].[H-:16].[H-:17].[H-:18].[Li+:15]>>[Cl:1][c:2]1[cH:3][cH:4][c:5]([CH:8]([CH2:9][OH:10])[CH3:12])[cH:6][cH:7]1.